Dataset: the Open Reaction Database (ORD), a public repository of structured organic reaction records. Task: describe an organic reaction: reactants, conditions, products, and yield The reactants are COC(=O)[C@H]1N(C[C@H](C1)NC(=O)C1=C(C2=CC=CC=C2C=C1)O)CC1CCCCC1 ((2S,4S)-1-cyclohexylmethyl-4-[(1-hydroxy-naphthalene-2-carbonyl)-amino]-pyrrolidine-2-carboxylic acid methyl ester), N1CCCC1 (pyrrolidine). Yields the product C1(CCCCC1)CN1C[C@H](C[C@H]1C(=O)N1CCCC1)NC(=O)C1=C(C2=CC=CC=C2C=C1)O (Hydroxy-naphthalene-2-carboxylic acid [(3S,5S)-1-cyclohexylmethyl-5-(pyrrolidine-1-carbonyl)-pyrrolidin-3-yl]-amide). RXN SMILES: C[O:2][C:3]([C@@H:5]1[CH2:9][C@H:8]([NH:10][C:11]([C:13]2[CH:22]=[CH:21][C:20]3[C:15](=[CH:16][CH:17]=[CH:18][CH:19]=3)[C:14]=2[OH:23])=[O:12])[CH2:7][N:6]1[CH2:24][CH:25]1[CH2:30][CH2:29][CH2:28][CH2:27][CH2:26]1)=O.[NH:31]1[CH2:35][CH2:34][CH2:33][CH2:32]1>>[CH:25]1([CH2:24][N:6]2[C@H:5]([C:3]([N:31]3[CH2:35][CH2:34][CH2:33][CH2:32]3)=[O:2])[CH2:9][C@H:8]([NH:10][C:11]([C:13]3[CH:22]=[CH:21][C:20]4[C:15](=[CH:16][CH:17]=[CH:18][CH:19]=4)[C:14]=3[OH:23])=[O:12])[CH2:7]2)[CH2:26][CH2:27][CH2:28][CH2:29][CH2:30]1. Procedure: Hydroxy-naphthalene-2-carboxylic acid [(3S,5S)-1-cyclohexylmethyl-5-(pyrrolidine-1-carbonyl)-pyrrolidin-3-yl]-amide was prepared from (2S,4S)-1-cyclohexylmethyl-4-[(1-hydroxy-naphthalene-2-carbonyl)-amino]-pyrrolidine-2-carboxylic acid methyl ester and pyrrolidine in an analogous manner to example 12. MS calcd. for C27H36N3O3 [(M+H)+] 450.0, obsd. 450.2. The reactants are ClC1=NC=C(C2=C1NC=C2)C(=O)O (7-chloro-1H-pyrrolo[2,3-c]pyridine-4-carboxylic acid), C(C)N1CCOCC1 (4-ethylmorpholine), O1CCC(CC1)CN (tetrahydro-pyran-4-ylmethylamine), O.ON1N=NC2=C1C=CC=C2 (1-hydroxybenzotriazole hydrate), Cl.CN(CCCN=C=NCC)C (1-(3-dimethylaminopropyl)-3-ethylcarbodiimide hydrochloride). Run in CN(C=O)C (dimethylformamide). Conditions: time 8 hour. The product is O1CCC(CC1)CNC(=O)C=1C2=C(C(=NC1)Cl)NC=C2 (7-Chloro-1H-pyrrolo[2,3-c]pyridine-4-carboxylic acid (tetrahydro-pyran-4-ylmethyl)-amide). Yield: 56.6%. As a reaction SMILES: [Cl:1][C:2]1[C:7]2[NH:8][CH:9]=[CH:10][C:6]=2[C:5]([C:11]([OH:13])=O)=[CH:4][N:3]=1.C(N1CCOCC1)C.[O:22]1[CH2:27][CH2:26][CH:25]([CH2:28][NH2:29])[CH2:24][CH2:23]1.O.ON1C2C=CC=CC=2N=N1.Cl.CN(C)CCCN=C=NCC>CN(C)C=O>[O:22]1[CH2:27][CH2:26][CH:25]([CH2:28][NH:29][C:11]([C:5]2[C:6]3[CH:10]=[CH:9][NH:8][C:7]=3[C:2]([Cl:1])=[N:3][CH:4]=2)=[O:13])[CH2:24][CH2:23]1 |f:3.4,5.6|. Reported procedure: To a solution of 7-chloro-1H-pyrrolo[2,3-c]pyridine-4-carboxylic acid (110 mg) in dimethylformamide (4 ml) was added 4-ethylmorpholine (187 μl), tetrahydro-pyran-4-ylmethylamine (97 mg), 1-hydroxybenzotriazole hydrate (118 mg) and 1-(3-dimethylaminopropyl)-3-ethylcarbodiimide hydrochloride (129 mg) and the solution stirred at room temperature overnight. The dimethylformamide was evaporated and the residue dissolved in ethyl acetate (10 ml). The organic layer was then washed with 5% sodium hydrog... Starting materials: ClC1=C(C(=NC=C1)N)I (4-chloro-3-iodopyridin-2-amine), CC1(OB(OC1(C)C)C1=C(C=C(C(=O)OC)C=C1)C(=O)OC)C (dimethyl 4-(4,4,5,5-tetramethyl-1,3,2-dioxaborolan-2-yl)isophthalate). Yields the product ClC1=C2C3=C(C(NC2=NC=C1)=O)C=C(C=C3)C(=O)OC (Methyl 1-chloro-6-oxo-5,6-dihydrobenzo[c][1,8]naphthyridine-8-carboxylate). The yield is 48.5%. As a reaction SMILES: [Cl:1][C:2]1[CH:7]=[CH:6][N:5]=[C:4]([NH2:8])[C:3]=1I.CC1(C)C(C)(C)OB([C:18]2[CH:27]=[CH:26][C:21]([C:22]([O:24][CH3:25])=[O:23])=[CH:20][C:19]=2[C:28](OC)=[O:29])O1>>[Cl:1][C:2]1[CH:7]=[CH:6][N:5]=[C:4]2[C:3]=1[C:18]1[CH:27]=[CH:26][C:21]([C:22]([O:24][CH3:25])=[O:23])=[CH:20][C:19]=1[C:28](=[O:29])[NH:8]2. Reported procedure: The title compound was synthesized according to the procedure described for the preparation of Example 1 using 4-chloro-3-iodopyridin-2-amine (510 mg, 2.0 mmol) and dimethyl 4-(4,4,5,5-tetramethyl-1,3,2-dioxaborolan-2-yl)isophthalate (705 mg, 2.2 mmol) to provide 266 (280 mg, 48% yield) as a white solid. LC-MS (M+H=289, obsd.=289). Reactants: ClC(C(=O)N)(Cl)Cl (trichloroacetamide), C(C1=CC=CC=C1)(=O)N (benzamide), C1(C=2C(C(N1)=O)=CC=CC2)=O (phthalimide). Yields the product OC1CCC(C2=CC=CC=C12)N (1,2,3,4-Tetrahydro-4-hydroxy-1-naphthylamine). RXN SMILES: ClC(Cl)(Cl)C(N)=O.[C:8](N)(=[O:15])[C:9]1[CH:14]=[CH:13][CH:12]=[CH:11][CH:10]=1.C1(=O)[NH:21][C:20](=O)[C:19]2=CC=CC=[C:18]12>>[OH:15][CH:8]1[C:9]2[C:14](=[CH:13][CH:12]=[CH:11][CH:10]=2)[CH:20]([NH2:21])[CH2:19][CH2:18]1. Procedure details: Similarly, the corresponding trichloroacetamide, benzamide and phthalimide are hydrolyzed to afford the title compound. Starting materials: CC1=C(C(N(CN1C1=CC(=CC=C1)C(F)(F)F)CC=O)=O)C1=CC=NN1C1=CC=C(C#N)C=C1 (4-[5-[6-methyl-4-oxo-3-(2-oxoethyl)-1-(3-trifluoromethylphenyl)-1,2,3,4-tetrahydropyrimidin-5-yl]-1H-pyrazol-1-yl]benzonitrile), CNC (dimethyl amine), C(C)(=O)O (acetic acid), C(C)(=O)O[BH-](OC(C)=O)OC(C)=O.[Na+] (sodium triacetoxyborohydride). The solvent is O1CCCC1 (tetrahydrofuran), O (water). Run at time 4 hour. The product is CN(CCN1C(N(C(=C(C1=O)C1=CC=NN1C1=CC=C(C#N)C=C1)C)C1=CC(=CC=C1)C(F)(F)F)=O)C (4-[5-[3-(2-dimethylaminoethyl)-6-methyl-2,4-dioxo-1-(3-trifluoromethylphenyl)-1,2,3,4-tetrahydropyrimidin-5-yl]-1H-pyrazol-1-yl]benzonitrile). RXN SMILES: [CH3:1][C:2]1[N:7]([C:8]2[CH:13]=[CH:12][CH:11]=[C:10]([C:14]([F:17])([F:16])[F:15])[CH:9]=2)[CH2:6][N:5]([CH2:18][CH:19]=O)[C:4](=[O:21])[C:3]=1[C:22]1[N:26]([C:27]2[CH:34]=[CH:33][C:30]([C:31]#[N:32])=[CH:29][CH:28]=2)[N:25]=[CH:24][CH:23]=1.[CH3:35][NH:36][CH3:37].C(O)(=[O:40])C.C(O[BH-](OC(=O)C)OC(=O)C)(=O)C.[Na+]>O1CCCC1.O>[CH3:35][N:36]([CH3:37])[CH2:19][CH2:18][N:5]1[C:4](=[O:21])[C:3]([C:22]2[N:26]([C:27]3[CH:34]=[CH:33][C:30]([C:31]#[N:32])=[CH:29][CH:28]=3)[N:25]=[CH:24][CH:23]=2)=[C:2]([CH3:1])[N:7]([C:8]2[CH:13]=[CH:12][CH:11]=[C:10]([C:14]([F:16])([F:15])[F:17])[CH:9]=2)[C:6]1=[O:40] |f:3.4|. Procedure: To a solution of 4-[5-[6-methyl-4-oxo-3-(2-oxoethyl)-1-(3-trifluoromethylphenyl)-1,2,3,4-tetrahydropyrimidin-5-yl]-1H-pyrazol-1-yl]benzonitrile (prepared in Example 68) (12.8 mg), dimethyl amine (133 μl) and acetic acid (10 μl) in tetrahydrofuran (1.0 ml) was added sodium triacetoxyborohydride (8.5 mg) and the resulting mixture was stirred at room temperature for four hours. To the reaction mixture was added water (10 ml) and the resulting mixture was extracted with ethyl acetate (10 ml×2). The ... Starting materials: CC(C)CCn1c(CO)nc2cc(Br)ccc21, ClCCl, O=S(Cl)Cl. The product is CC(C)CCn1c(CCl)nc2cc(Br)ccc21. Reaction SMILES: [Br:1][c:2]1[cH:3][c:4]2[c:5]([n:6]([CH2:11][CH2:12][CH:13]([CH3:14])[CH3:15])[c:7]([CH2:9][OH:10])[n:8]2)[cH:16][cH:17]1.[Cl:22][CH2:23][Cl:24].[S:18]([Cl:19])([Cl:20])=[O:21]>>[Br:1][c:2]1[cH:3][c:4]2[c:5]([n:6]([CH2:11][CH2:12][CH:13]([CH3:14])[CH3:15])[c:7]([CH2:9][Cl:20])[n:8]2)[cH:16][cH:17]1. The reactants are CCOP(=O)(Cc1cc(OC)c(C(C)C)c(OC)c1)OCC, COc1cc(C=O)cc(OC)c1. Product: COc1cc(C=Cc2cc(OC)c(C(C)C)c(OC)c2)cc(OC)c1. Reaction SMILES: [CH2:1]([O:2][P:3](=[O:4])([O:5][CH2:6][CH3:7])[CH2:9][c:10]1[cH:11][c:12]([O:21][CH3:22])[c:13]([CH:18]([CH3:19])[CH3:20])[c:14]([O:16][CH3:17])[cH:15]1)[CH3:8].[CH3:23][O:24][c:25]1[cH:26][c:27]([CH:28]=[O:29])[cH:30][c:31]([O:33][CH3:34])[cH:32]1>>[CH:9]([c:10]1[cH:11][c:12]([O:21][CH3:22])[c:13]([CH:18]([CH3:19])[CH3:20])[c:14]([O:16][CH3:17])[cH:15]1)=[CH:28][c:27]1[cH:26][c:25]([O:24][CH3:23])[cH:32][c:31]([O:33][CH3:34])[cH:30]1.